Dataset: the Open Reaction Database (ORD), a public repository of structured organic reaction records. Task: describe an organic reaction: reactants, conditions, products, and yield The reactants are S(=O)(Cl)Cl (thionyl chloride), O.C1(=CC=CC2=NC3=CC=CC=C3C=C12)C(=O)O (Acridine carboxylic acid hydrate), arylamine. Run in O1CCOCC1 (dioxane). Run at temperature 60 celsius, time 1 hour. Yields the product C1(=CC=CC2=NC3=CC=CC=C3C=C12)C(=O)O (acridine carboxylic acid). RXN SMILES: O.[C:2]1([C:16]([OH:18])=[O:17])[C:15]2[C:6](=[N:7][C:8]3[C:13]([CH:14]=2)=[CH:12][CH:11]=[CH:10][CH:9]=3)[CH:5]=[CH:4][CH:3]=1.S(Cl)(Cl)=O>O1CCOCC1>[C:2]1([C:16]([OH:18])=[O:17])[C:15]2[C:6](=[N:7][C:8]3[C:13]([CH:14]=2)=[CH:12][CH:11]=[CH:10][CH:9]=3)[CH:5]=[CH:4][CH:3]=1 |f:0.1|. Procedure details: Acridine carboxylic acid hydrate (4.6 g, made by Aldrich Chemical Company) was dissolved in 200 ml of dioxane, and 2.4 g of thionyl chloride (made by Kanto Kagaku K.K.) was added thereto dropwise. The reaction was carried out at 60° C. for 1 hour. To this was further added 1.15 g of arylamine and heated at 60° C. for 2 hours. The solution was concentrated under reduced pressure to 50 ml, crystallized by ice cooling, and separated by filtration to obtain 2.2 g of arylamineamide of acridine carbox... Reactants: OC[C@H](C1CCCCC1)NC=1N(C(C=2N(C=NC2N1)CC1=CC=CC=C1)=O)C (2-[2-hydroxy-1 (S)-(cyclohexyl)ethylamino]-1-methyl-7-(phenylmethyl)purin-6-one), CO (CH3OH). The product is OCC(C(C)C)NC=1N(C(C=2N(C(=NC2N1)C)CC1=CC=CC=C1)=O)C (2-(1-hydroxy-3-methyl-2-butylamino)-1,8-dimethyl-7-(phenylmethyl)purin-6-one). RXN SMILES: [OH:1][CH2:2][C@@H:3]([NH:10][C:11]1[N:12]([CH3:28])[C:13](=[O:27])[C:14]2[N:15]([CH2:20][C:21]3[CH:26]=[CH:25][CH:24]=[CH:23][CH:22]=3)[CH:16]=[N:17][C:18]=2[N:19]=1)[CH:4]1[CH2:9]CCC[CH2:5]1.[CH3:29]O>>[OH:1][CH2:2][CH:3]([NH:10][C:11]1[N:12]([CH3:28])[C:13](=[O:27])[C:14]2[N:15]([CH2:20][C:21]3[CH:22]=[CH:23][CH:24]=[CH:25][CH:26]=3)[C:16]([CH3:29])=[N:17][C:18]=2[N:19]=1)[CH:4]([CH3:9])[CH3:5]. Procedure: 5A28 2-[2-hydroxy-1 (S)-(cyclohexyl)ethylamino]-1-methyl-7-(phenylmethyl)purin-6-one, solid, [α]D23.5 =+12.1° (CH3OH) Starting materials: C(C)OC(C(C=C(CCF)CBr)NC=O)=O (4-bromomethyl-6-fluoro-2-formylamino-hex-3-enoic acid ethyl ester), P(OC(C)C)(OC(C)C)OC(C)C (triisopropyl phosphite). Conditions: time 18 hour. The product is C(C)OC(C(C=C(CCF)CP(=O)(OC(C)C)OC(C)C)NC=O)=O (4-diisopropylphosphonomethyl-6-fluoro-2-formylamino-hex-3-enoic acid ethyl ester). Reaction SMILES: [CH2:1]([O:3][C:4](=[O:16])[CH:5]([NH:13][CH:14]=[O:15])[CH:6]=[C:7]([CH2:11]Br)[CH2:8][CH2:9][F:10])[CH3:2].[P:17]([O:26]C(C)C)([O:22][CH:23]([CH3:25])[CH3:24])[O:18][CH:19]([CH3:21])[CH3:20]>>[CH2:1]([O:3][C:4](=[O:16])[CH:5]([NH:13][CH:14]=[O:15])[CH:6]=[C:7]([CH2:11][P:17]([O:22][CH:23]([CH3:25])[CH3:24])([O:18][CH:19]([CH3:21])[CH3:20])=[O:26])[CH2:8][CH2:9][F:10])[CH3:2]. Procedure: 1.43 g (4.82 mmol) of 4-bromomethyl-6-fluoro-2-formylamino-hex-3-enoic acid ethyl ester and 5.3 ml (19 mmol) of triisopropyl phosphite (96% ) are heated to 80° and stirred under a pressure of approximately 130 mbar for 18 hours. The excess triisopropyl phosphite is distilled off under reduced pressure and the evaporation residue is purified by chromatography on silica gel with ethyl acetate. 4-diisopropylphosphonomethyl-6-fluoro-2-formylamino-hex-3-enoic acid ethyl ester is obtained in the form ... Starting materials: CI (methyl iodide), FC1=C(CO[C@H]2[C@H](CCC2)O)C=CC=C1 (cis-1-(2-fluorobenzyloxy)-cyclopentan-2-ol), [H-].[Na+] (sodium hydride), CO (methanol). Run in O1CCOCC1 (dioxan), O1CCOCC1 (dioxan), O1CCOCC1 (dioxan). Conditions: time 30 minute. Yields the product FC1=C(CO[C@H]2[C@H](CCC2)OC)C=CC=C1 (cis-1-(2-fluorobenzyloxy)-2-methoxy-cyclopentane). Yield: 74.3%. RXN SMILES: [F:1][C:2]1[CH:15]=[CH:14][CH:13]=[CH:12][C:3]=1[CH2:4][O:5][C@@H:6]1[CH2:10][CH2:9][CH2:8][C@@H:7]1[OH:11].[H-].[Na+].[CH3:18]I.CO>O1CCOCC1>[F:1][C:2]1[CH:15]=[CH:14][CH:13]=[CH:12][C:3]=1[CH2:4][O:5][C@@H:6]1[CH2:10][CH2:9][CH2:8][C@@H:7]1[O:11][CH3:18] |f:1.2|. Reported procedure: 6.3 g (0.03 mol) of cis-1-(2-fluorobenzyloxy)-cyclopentan-2-ol (Example 2) in 100 ml of absolute dioxan were added dropwise to a suspension of 0.72 g (0.03 mol) of sodium hydride (0.9 g of 80% pure sodium hydride in toluene) in 100 ml of absolute dioxan at 5° C. under nitrogen. After stirring the mixture at room temperature for 30 minutes, it was warmed to 70° C. for 45 minutes and cooled, 1.26 g (0.03 mol) of methyl iodide in dioxan were added dropwise and the mixture was then heated to the boi... Reactants: CCOCC (ether), [Na].ClC1=C(C(=C(C(=C1O)Cl)Cl)Cl)Cl (pentachlorophenol sodium), ClC1=C(C(=C(C(=C1CCl)Cl)Cl)Cl)Cl (pentachlorobenzyl chloride). Run in COCCO (methyl glycol). Yields the product ClC1=C(C(=C(C(=C1CO)Cl)Cl)Cl)Cl.ClC1=C(C(=C(C(=C1OC1=C(C(=C(C(=C1Cl)Cl)Cl)Cl)Cl)Cl)Cl)Cl)Cl (pentachlorobenzylalcohol (pentachlorophenyl)-ether). Reaction SMILES: CC[O:3][CH2:4][CH3:5].[Na].[Cl:7][C:8]1[C:13]([OH:14])=[C:12]([Cl:15])[C:11]([Cl:16])=[C:10]([Cl:17])[C:9]=1[Cl:18].[Cl:19][C:20]1[C:25](CCl)=[C:24]([Cl:28])[C:23]([Cl:29])=[C:22]([Cl:30])[C:21]=1[Cl:31]>COCCO>[Cl:7][C:8]1[C:5]([CH2:4][OH:3])=[C:12]([Cl:15])[C:11]([Cl:16])=[C:10]([Cl:17])[C:9]=1[Cl:18].[Cl:7][C:8]1[C:13]([O:14][C:25]2[C:24]([Cl:28])=[C:23]([Cl:29])[C:22]([Cl:30])=[C:21]([Cl:31])[C:20]=2[Cl:19])=[C:12]([Cl:15])[C:11]([Cl:16])=[C:10]([Cl:17])[C:9]=1[Cl:18] |f:1.2,5.6,^1:5|. Reported procedure: This ether was prepared by reacting, by the procedure of Example 1, 60 g (about 0.2 mole) of pentachlorophenol sodium, 400 ml of methyl glycol and 60 g (about 0.2 mole) of pentachlorobenzyl chloride. In this case, the ether precipitated between 45° and 60° C. After the reaction mixture has cooled, the product that had separated in a sago-like form was removed by suction filtering and worked up as described above. 88 g (83%) having a melting point of 264° to 266° C. was obtained. Starting materials: BrC=1C=C(CN2N=C(N=C2C)C2=NC(=NO2)C2=CC=C(C=C2)OC(F)(F)F)C=CC1 (5-(1-(3-Bromobenzyl)-5-methyl-1H-1,2,4-triazol-3-yl)-3-(4-(trifluoromethoxy)phenyl)-1,2,4-oxadiazole), C(=O)([O-])[O-].[Cs+].[Cs+] (Cs2CO3), CC(C)C1=CC(=C(C(=C1)C(C)C)C2=C(C=CC=C2)P(C3CCCCC3)C4CCCCC4)C(C)C (XPhos), CN(CCN)C (N′,N′-dimethylethane-1,2-diamine). Reagents/catalysts: C=1C=CC(=CC1)/C=C/C(=O)/C=C/C2=CC=CC=C2.C=1C=CC(=CC1)/C=C/C(=O)/C=C/C2=CC=CC=C2.C=1C=CC(=CC1)/C=C/C(=O)/C=C/C2=CC=CC=C2.[Pd].[Pd] (Pd2(dba)3). The solvent is O1CCOCC1 (dioxane). Run at temperature 120 celsius. Yields the product FC(C(=O)[O-])(F)F.C[NH+](CCNC1=CC(=CC=C1)CN1N=C(N=C1C)C1=NC(=NO1)C1=CC=C(C=C1)OC(F)(F)F)C (N,N-dimethyl-2-((3-((5-methyl-3-(3-(4-(trifluoromethoxy)phenyl)-1,2,4-oxadiazol-5-yl)-1H-1,2,4-triazol-1-yl)methyl)phenyl)amino)ethanaminium trifluoroacetate). As a reaction SMILES: Br[C:2]1[CH:3]=[C:4]([CH:28]=[CH:29][CH:30]=1)[CH2:5][N:6]1[C:10]([CH3:11])=[N:9][C:8]([C:12]2[O:16][N:15]=[C:14]([C:17]3[CH:22]=[CH:21][C:20]([O:23][C:24]([F:27])([F:26])[F:25])=[CH:19][CH:18]=3)[N:13]=2)=[N:7]1.[C:31]([O-])([O-:33])=[O:32].[Cs+].[Cs+].CC(C1C=C(C(C)C)C(C2C=CC=CC=2P(C2CCCCC2)C2CCCCC2)=C(C(C)C)C=1)C.[CH3:71][N:72]([CH3:76])[CH2:73][CH2:74][NH2:75]>C1C=CC(/C=C/C(/C=C/C2C=CC=CC=2)=O)=CC=1.C1C=CC(/C=C/C(/C=C/C2C=CC=CC=2)=O)=CC=1.C1C=CC(/C=C/C(/C=C/C2C=CC=CC=2)=O)=CC=1.[Pd].[Pd].O1CCOCC1>[F:27][C:24]([F:25])([F:26])[C:31]([O-:33])=[O:32].[CH3:71][NH+:72]([CH3:76])[CH2:73][CH2:74][NH:75][C:2]1[CH:30]=[CH:29][CH:28]=[C:4]([CH2:5][N:6]2[C:10]([CH3:11])=[N:9][C:8]([C:12]3[O:16][N:15]=[C:14]([C:17]4[CH:22]=[CH:21][C:20]([O:23][C:24]([F:27])([F:26])[F:25])=[CH:19][CH:18]=4)[N:13]=3)=[N:7]2)[CH:3]=1 |f:1.2.3,6.7.8.9.10,12.13|. Reported procedure: 5-(1-(3-Bromobenzyl)-5-methyl-1H-1,2,4-triazol-3-yl)-3-(4-(trifluoromethoxy)phenyl)-1,2,4-oxadiazole (40 mg, 0.0833 mmol), Cs2CO3 (54 mg, 0.167 mmol), XPhos (16 mg, 0.0333 mmol), Pd2(dba)3 (15 mg, 0.0167 mmol), and N′,N′-dimethylethane-1,2-diamine were placed in a microwave reaction vessel and dioxane (1 mL), which had been degassed by bubbling N2 through it for 10 min, was added. The reaction was heated by microwave irradiation at 120° C. for 1 h. Purification by prep-HPLC (MeCN/H2O 30%-70% MeC... Reactants: COc1cc(OC)c(S(=O)(=O)Cl)cc1-c1cn2cccnc2n1, CNC. Yields the product COc1cc(OC)c(S(=O)(=O)N(C)C)cc1-c1cn2cccnc2n1. As a reaction SMILES: [CH3:1][O:2][c:3]1[c:4](-[c:15]2[n:16][c:17]3[n:18]([cH:19][cH:20][cH:21][n:22]3)[cH:23]2)[cH:5][c:6]([S:11](=[O:12])(=[O:13])[Cl:14])[c:7]([O:9][CH3:10])[cH:8]1.[CH3:24][NH:25][CH3:26]>>[CH3:1][O:2][c:3]1[c:4](-[c:15]2[n:16][c:17]3[n:18]([cH:19][cH:20][cH:21][n:22]3)[cH:23]2)[cH:5][c:6]([S:11](=[O:12])(=[O:13])[N:25]([CH3:24])[CH3:26])[c:7]([O:9][CH3:10])[cH:8]1.